From a dataset of the Open Reaction Database (ORD), a public repository of structured organic reaction records. describe an organic reaction: reactants, conditions, products, and yield Starting materials: CCCCC(O)(CCl)c1ccc(Cl)cc1Cl, CN(C)C=O, O, c1c[nH]cn1. Yields the product CCCCC(O)(Cn1ccnc1)c1ccc(Cl)cc1Cl. Reaction SMILES: [Cl:1][CH2:2][C:3]([CH2:4][CH2:5][CH2:6][CH3:7])([OH:8])[c:9]1[c:10]([Cl:16])[cH:11][c:12]([Cl:15])[cH:13][cH:14]1.[O:23]=[CH:24][N:25]([CH3:26])[CH3:27].[OH2:22].[nH:17]1[cH:18][n:19][cH:20][cH:21]1>>[CH2:2]([C:3]([CH2:4][CH2:5][CH2:6][CH3:7])([OH:8])[c:9]1[c:10]([Cl:16])[cH:11][c:12]([Cl:15])[cH:13][cH:14]1)[n:17]1[cH:18][n:19][cH:20][cH:21]1.